This data is from the Open Reaction Database (ORD), a public repository of structured organic reaction records. The task is: describe an organic reaction: reactants, conditions, products, and yield Reactants: C(CCC)C12CCC3=CC(=CC=C3C2=CC(CC1)=O)OC (10a-butyl-7-methoxy-1,9,10,10a-tetrahydro-3(2H)-phenanthrenone), B(Br)(Br)Br (BBr3). Solvent: C(Cl)Cl (CH2Cl2), C(Cl)Cl (CH2Cl2). Product: C(CCC)C12CCC3=CC(=CC=C3C2=CC(CC1)=O)O (10a-butyl-7-hydroxy-1,9,10,10a-tetrahydro-3(2H)-phenanthrenone). RXN SMILES: [CH2:1]([C:5]12[CH2:18][CH2:17][C:16](=[O:19])[CH:15]=[C:14]1[C:13]1[C:8](=[CH:9][C:10]([O:20]C)=[CH:11][CH:12]=1)[CH2:7][CH2:6]2)[CH2:2][CH2:3][CH3:4].B(Br)(Br)Br>C(Cl)Cl>[CH2:1]([C:5]12[CH2:18][CH2:17][C:16](=[O:19])[CH:15]=[C:14]1[C:13]1[C:8](=[CH:9][C:10]([OH:20])=[CH:11][CH:12]=1)[CH2:7][CH2:6]2)[CH2:2][CH2:3][CH3:4]. Reported procedure: A solution of 10a-butyl-7-methoxy-1,9,10,10a-tetrahydro-3(2H)-phenanthrenone (16 mg, 0.056 mmol) in anhydrous CH2Cl2 (0.5 mL) was cooled in an ice bath, stirred, and treated with 1M BBr3 in CH2Cl2 (0.3 mL, 0.3 mmol). The cooling bath was removed and the mixture was stirred at room temperature for 170 minutes. The mixture was partitioned between EtOAc (20 mL) and water (20 mL) containing 2N HCl (2 mL). The organic phase was washed with brine (20 mL), dried over MgSO4, filtered, and evaporated und... Starting materials: ClC=1C=C(C(N(N1)C)=O)NC1=NC=C(C=C1)C(=O)N1CCC(CC1)(C)O (6-chloro-4-(5-(4-hydroxy-4-methylpiperidine-1-carbonyl)pyridin-2-ylamino)-2-methylpyridazin-3(2H)-one), C(C)(=O)OCC1=C(C=CC=C1B1OC(C(O1)(C)C)(C)C)N1C(C2=C(C=C(C=C2C=N1)C(C)(C)C)F)=O (2-(6-tert-butyl-8-fluoro-1-oxophthalazin-2(1H)-yl)-6-(4,4,5,5-tetramethyl-1,3,2-dioxaborolan-2-yl)benzyl acetate), C(=O)([O-])[O-].[Cs+].[Cs+] (Cs2CO3), [O-]S(=O)(=O)[O-].[Na+].[Na+] (Na2SO4). Reagents/catalysts: C1=CC=C(C=C1)P(C2=CC=CC=C2)[C]3[CH][CH][CH][CH]3.C1=CC=C(C=C1)P(C2=CC=CC=C2)[C]3[CH][CH][CH][CH]3.Cl[Pd]Cl.[Fe] (PdCl2(DPPF)). Run in O1CCOCC1 (dioxane), O (water), C(Cl)Cl (DCM). Reaction conditions: temperature 125 celsius. The product is C(C)(C)(C)C=1C=C2C=NN(C(C2=C(C1)F)=O)C1=C(COC(C)=O)C(=CC=C1)C1=NN(C(C(=C1)NC1=NC=C(C=C1)C(=O)N1CCC(CC1)(C)O)=O)C (Acetic acid 2-(6-tert-butyl-8-fluoro-1-oxo-1H-phthalazin-2-yl)-6-{5-[5-(4-hydroxy-4-methyl-piperidine-1-carbonyl)-pyridin-2-ylamino]-1-methyl-6-oxo-1,6-dihydro-pyridazin-3-yl}-benzyl ester). RXN SMILES: Cl[C:2]1[CH:3]=[C:4]([NH:10][C:11]2[CH:16]=[CH:15][C:14]([C:17]([N:19]3[CH2:24][CH2:23][C:22]([OH:26])([CH3:25])[CH2:21][CH2:20]3)=[O:18])=[CH:13][N:12]=2)[C:5](=[O:9])[N:6]([CH3:8])[N:7]=1.[C:27]([O:30][CH2:31][C:32]1[C:37](B2OC(C)(C)C(C)(C)O2)=[CH:36][CH:35]=[CH:34][C:33]=1[N:47]1[N:56]=[CH:55][C:54]2[C:49](=[C:50]([F:61])[CH:51]=[C:52]([C:57]([CH3:60])([CH3:59])[CH3:58])[CH:53]=2)[C:48]1=[O:62])(=[O:29])[CH3:28].C([O-])([O-])=O.[Cs+].[Cs+].[O-]S([O-])(=O)=O.[Na+].[Na+]>O1CCOCC1.O.C(Cl)Cl.C1C=CC(P([C]2[CH][CH][CH][CH]2)C2C=CC=CC=2)=CC=1.C1C=CC(P([C]2[CH][CH][CH][CH]2)C2C=CC=CC=2)=CC=1.Cl[Pd]Cl.[Fe]>[C:57]([C:52]1[CH:53]=[C:54]2[C:49](=[C:50]([F:61])[CH:51]=1)[C:48](=[O:62])[N:47]([C:33]1[CH:34]=[CH:35][CH:36]=[C:37]([C:2]3[CH:3]=[C:4]([NH:10][C:11]4[CH:16]=[CH:15][C:14]([C:17]([N:19]5[CH2:24][CH2:23][C:22]([OH:26])([CH3:25])[CH2:21][CH2:20]5)=[O:18])=[CH:13][N:12]=4)[C:5](=[O:9])[N:6]([CH3:8])[N:7]=3)[C:32]=1[CH2:31][O:30][C:27](=[O:29])[CH3:28])[N:56]=[CH:55]2)([CH3:58])([CH3:59])[CH3:60] |f:2.3.4,5.6.7,11.12.13.14,^1:90,91,92,93,94,108,109,110,111,112|. Procedure details: To a 10 mL microwave vial was added 6-chloro-4-(5-(4-hydroxy-4-methylpiperidine-1-carbonyl)pyridin-2-ylamino)-2-methylpyridazin-3(2H)-one (33 mg, 87.3 μmol), 2-(6-tert-butyl-8-fluoro-1-oxophthalazin-2(1H)-yl)-6-(4,4,5,5-tetramethyl-1,3,2-dioxaborolan-2-yl)benzyl acetate (56.1 mg, 114 μmol) and Cs2CO3 (99.6 mg, 306 μmol) in dioxane (5 ml) and water (0.5 ml). The yellow suspension was purged with argon and PdCl2(DPPF) (7.13 mg, 8.73 μmol) was added. The vial was capped and heated in the microwave ... The reactants are C(C)(C)(C)OC(C[C@H](C(=O)O)CCCC1CCCCC1)=O ((2R)-2-[2-(tert-butoxy)2-oxoethyl]-5-cyclohexylpentanoic acid), C(=O)(N1C=NC=C1)N1C=NC=C1 (1,1′-carbonyldiimidazole), ON=C(C(C)C)N (N′-hydroxy-2-methylpropanimidamide). Run in ClCCl (dichloromethane). Run at time 1 hour. Product: C1(CCCCC1)CCC[C@H](CC(=O)OC(C)(C)C)C1=NC(=NO1)C(C)C (tert-Butyl (3R)-6-cyclohexyl-3-(3-isopropyl-1,2,4-oxadiazol-5-yl)hexanoate). The yield is 40.3%. Reaction SMILES: [C:1]([O:5][C:6](=[O:21])[CH2:7][C@@H:8]([CH2:12][CH2:13][CH2:14][CH:15]1[CH2:20][CH2:19][CH2:18][CH2:17][CH2:16]1)[C:9]([OH:11])=O)([CH3:4])([CH3:3])[CH3:2].C(N1C=CN=C1)(N1C=CN=C1)=O.O[N:35]=[C:36]([NH2:40])[CH:37]([CH3:39])[CH3:38]>ClCCl>[CH:15]1([CH2:14][CH2:13][CH2:12][C@@H:8]([C:9]2[O:11][N:40]=[C:36]([CH:37]([CH3:39])[CH3:38])[N:35]=2)[CH2:7][C:6]([O:5][C:1]([CH3:2])([CH3:3])[CH3:4])=[O:21])[CH2:20][CH2:19][CH2:18][CH2:17][CH2:16]1. Procedure details: A solution of (2R)-2-[2-(tert-butoxy)2-oxoethyl]-5-cyclohexylpentanoic acid (Preparation 1) (500 mg, 1.70 mmol) in dichloromethane (30 ml) was treated with 1,1′-carbonyldiimidazole (272 mg, 1.70mol) and the solution was stirred at room temperature for 1 hour. The N′-hydroxy-2-methylpropanimidamide (Monatsh.Chem.; 113; 1982; 781-792) (174 mg, 1.70 mmol) was then added and the mixture was stirred for 30 minutes. The solvent was removed under reduced pressure and the residue was heated neat at 120°... Starting materials: COCCOCOC(C1=C(C=CC(=C1)OC1=C(C=C(C=C1C)[N+](=O)[O-])C)OCOCCOC)=O (5-(2,6-dimethyl-4-nitrophenoxy)-2-(2-methoxy-ethoxymethoxy)benzoic acid 2-methoxyethoxymethyl ester). Reagents/catalysts: [Pd] (palladium on activated carbon). Solvent: CCOC(=O)C (EtOAc). Conditions: time 3 hour. Yields the product COCCOCOC(C1=C(C=CC(=C1)OC1=C(C=C(C=C1C)N)C)OCOCCOC)=O (5-(4-amino-2,6-dimethylphenoxy)-2-(2-methoxyethoxymethoxy)benzoic acid 2-methoxy-ethoxymethyl ester). As a reaction SMILES: [CH3:1][O:2][CH2:3][CH2:4][O:5][CH2:6][O:7][C:8](=[O:34])[C:9]1[CH:14]=[C:13]([O:15][C:16]2[C:21]([CH3:22])=[CH:20][C:19]([N+:23]([O-])=O)=[CH:18][C:17]=2[CH3:26])[CH:12]=[CH:11][C:10]=1[O:27][CH2:28][O:29][CH2:30][CH2:31][O:32][CH3:33]>[Pd].CCOC(C)=O>[CH3:1][O:2][CH2:3][CH2:4][O:5][CH2:6][O:7][C:8](=[O:34])[C:9]1[CH:14]=[C:13]([O:15][C:16]2[C:17]([CH3:26])=[CH:18][C:19]([NH2:23])=[CH:20][C:21]=2[CH3:22])[CH:12]=[CH:11][C:10]=1[O:27][CH2:28][O:29][CH2:30][CH2:31][O:32][CH3:33]. Procedure details: A mixture of the title A compound, 5-(2,6-dimethyl-4-nitrophenoxy)-2-(2-methoxy-ethoxymethoxy)benzoic acid 2-methoxyethoxymethyl ester (3.2 g, 6.68 mmol) and palladium on activated carbon (10 wt. %; 320 mg) in 50 mL of EtOAc is stirred under hydrogen atmosphere (H2, 1 atm) for 3 h. The catalyst is removed by vacuum filtration through celite, washed with EtOAc, and the combined filtrate and washings are concentrated and dried under vacuum to give 5-(4-amino-2,6-dimethylphenoxy)-2-(2-methoxyethoxy... The product is BrC=1C=CC(=NC1)CS(=O)(=O)CF (5-bromo-2-(((fluoromethyl)sulfonyl)methyl)pyridine). The reactants are BrC=1C=CC(=NC1)CCl (5-bromo-2-(chloromethyl)pyridine), FCS(=O)(=O)Cl (fluoromethanesulfonyl chloride), S(=O)([O-])[O-].[Na+].[Na+] (sodium sulfite), C([O-])(O)=O.[Na+] (sodium bicarbonate). Reaction SMILES: [F:1][CH2:2][S:3](Cl)(=[O:5])=[O:4].S([O-])([O-])=O.[Na+].[Na+].C(=O)(O)[O-].[Na+].[Br:18][C:19]1[CH:20]=[CH:21][C:22]([CH2:25]Cl)=[N:23][CH:24]=1>O.C(O)C>[Br:18][C:19]1[CH:20]=[CH:21][C:22]([CH2:25][S:3]([CH2:2][F:1])(=[O:5])=[O:4])=[N:23][CH:24]=1 |f:1.2.3,4.5|. Reaction conditions: temperature 100 celsius. The solvent is C(C)O (ethanol), O (water). Procedure details: Commercially available fluoromethanesulfonyl chloride (975 mg, 7.36 mmol) is added dropwise to a solution of sodium sulfite (1.85 g, 14.7 mmol) and sodium bicarbonate (1.24 g, 14.7 mmol) in water (2 mL). The reaction mixture is heated in a microwave reactor to 100° C. for 20 minutes. After cooling to room temperature commercially available 5-bromo-2-(chloromethyl)pyridine (894 mg, 3.68 mmol) in ethanol (2 mL) is added. The mixture is heated in a microwave reactor to 100° C. for 20 minutes. The r... Yield: 15.2%. Starting materials: CC(CCC(=O)N1C(OC(C1C)C1=CC=CC=C1)=O)(CCC)C (3-(4,4-dimethyl-heptanoyl)-4-methyl-5-phenyl-oxazolidin-2-one), C[Si](C)(C)[N-][Si](C)(C)C.[Na+] (NaHMDS), C(C)(C)(C)OC(CBr)=O (bromo-acetic acid tert-butyl ester). Yields the product C(C)(C)(C)OC(C[C@H](CC(CCC)(C)C)C(=O)N1C(O[C@@H]([C@@H]1C)C1=CC=CC=C1)=O)=O (5,5-Dimethyl-(S)-3-((R)-4-methyl-2-oxo-(S)-5-phenyl-oxazolidine-3-carbonyl)-octanoic acid tert-butyl ester). The yield is 49.2%. As a reaction SMILES: [CH3:1][C:2]([CH3:23])([CH2:20][CH2:21][CH3:22])[CH2:3][CH2:4][C:5]([N:7]1[CH:11]([CH3:12])[CH:10]([C:13]2[CH:18]=[CH:17][CH:16]=[CH:15][CH:14]=2)[O:9][C:8]1=[O:19])=[O:6].C[Si]([N-][Si](C)(C)C)(C)C.[Na+].[C:34]([O:38][C:39](=[O:42])[CH2:40]Br)([CH3:37])([CH3:36])[CH3:35]>>[C:34]([O:38][C:39](=[O:42])[CH2:40][C@@H:4]([C:5]([N:7]1[C@@H:11]([CH3:12])[C@@H:10]([C:13]2[CH:14]=[CH:15][CH:16]=[CH:17][CH:18]=2)[O:9][C:8]1=[O:19])=[O:6])[CH2:3][C:2]([CH3:1])([CH3:23])[CH2:20][CH2:21][CH3:22])([CH3:37])([CH3:36])[CH3:35] |f:1.2|. Procedure details: According to example 1, 5.07 g (16 mmol) of 3-(4,4-dimethyl-heptanoyl)-4-methyl-5-phenyl-oxazolidin-2-one, 18 mL (1N, 18 mmol) of NaHMDS solution and 4.72 mL (32 mmol) of bromo-acetic acid tert-butyl ester gave 3.40 g (49.3%) of the title compound as a crystalline solid. m.p.: 83-85° C.